Dataset: the Open Reaction Database (ORD), a public repository of structured organic reaction records. Task: describe an organic reaction: reactants, conditions, products, and yield The reactants are O1C(=CC2=C1C=CC=C2)B(O)O (benzofuran-2-boronic acid), BrC=1C=NC=CC1C(C)O (1-(3-bromopyridin-4-yl)ethanol), C([O-])([O-])=O.[Na+].[Na+] (sodium carbonate), O (water), C(Cl)Cl (CH2Cl2). Run in C1=CC=C(C=C1)P([C-]2C=CC=C2)C3=CC=CC=C3.C1=CC=C(C=C1)P([C-]2C=CC=C2)C3=CC=CC=C3.Cl[Pd]Cl.[Fe+2] (PdCl2(dppf)), CN(C)C=O (DMF). The product is O1C(=CC2=C1C=CC=C2)C=2C=NC=CC2C(C)O (1-(3-(benzofuran-2-yl)pyridin-4-yl)ethanol). The yield is 23.4%. RXN SMILES: [O:1]1[C:5]2[CH:6]=[CH:7][CH:8]=[CH:9][C:4]=2[CH:3]=[C:2]1B(O)O.Br[C:14]1[CH:15]=[N:16][CH:17]=[CH:18][C:19]=1[CH:20]([OH:22])[CH3:21].C(=O)([O-])[O-].[Na+].[Na+].O.C(Cl)Cl>C1C=CC(P(C2C=CC=CC=2)[C-]2C=CC=C2)=CC=1.C1C=CC(P(C2C=CC=CC=2)[C-]2C=CC=C2)=CC=1.Cl[Pd]Cl.[Fe+2].CN(C=O)C>[O:1]1[C:5]2[CH:6]=[CH:7][CH:8]=[CH:9][C:4]=2[CH:3]=[C:2]1[C:14]1[CH:15]=[N:16][CH:17]=[CH:18][C:19]=1[CH:20]([OH:22])[CH3:21] |f:2.3.4,7.8.9.10|. Reported procedure: A mixture of benzofuran-2-boronic acid (178 mg, 1.100 mmol), 1-(3-bromopyridin-4-yl)ethanol (202 mg, 1 mmol), sodium carbonate 2N in water (1 mL, 2.000 mmol), PdCl2(dppf).CH2Cl2 adduct (40.8 mg, 0.050 mmol) in DMF (5 mL) was heated to 100° C. for 3 hrs. The mixture was quenched with saturated NaHCO3 solution and extracted with EtOAc two times, dried over magnesium sulfate, filtered, concentrated. The residue was purified via Biotage (25M column, 20-60% EtOAc/heptane, v/v) giving the title compou... Starting materials: C1(=CC=CC=C1)C=1N=C(OC1C1=CC=CC=C1)I (4,5-diphenyl-2-iodooxazole), O (water), C(CCC)C(C(=O)N)(C)C (n-Butyl-isobutyramide), solution, C(CCC)[Li] (n-butyl lithium). Solvent: C1CCOC1 (THF), C1CCOC1 (THF), CCCCCC (hexane). Run at time 5 minute. Yields the product C(CCC)N(C(C(C)C)=O)C=1OC(=C(N1)C1=CC=CC=C1)C1=CC=CC=C1 (2-(N-Butyl-2-methylpropanamido)-4,5-Diphenyloxazole). As a reaction SMILES: [CH2:1]([C:5](C)([CH3:9])[C:6]([NH2:8])=[O:7])CCC.[CH2:11]([Li])[CH2:12][CH2:13][CH3:14].[C:16]1([C:22]2[N:23]=[C:24](I)[O:25][C:26]=2[C:27]2[CH:32]=[CH:31][CH:30]=[CH:29][CH:28]=2)[CH:21]=[CH:20][CH:19]=[CH:18][CH:17]=1.O>C1COCC1.CCCCCC>[CH2:11]([N:8]([C:24]1[O:25][C:26]([C:27]2[CH:32]=[CH:31][CH:30]=[CH:29][CH:28]=2)=[C:22]([C:16]2[CH:21]=[CH:20][CH:19]=[CH:18][CH:17]=2)[N:23]=1)[C:6](=[O:7])[CH:5]([CH3:9])[CH3:1])[CH2:12][CH2:13][CH3:14]. Procedure details: n-Butyl-isobutyramide (2.06 g, 0.0144 m) in dry THF (20 ml) was stirred at room temperature during the dropwise addition of a 1.445 M solution of n-butyl lithium in hexane (10.0 ml., 0.01445 m). After the addition, the mixture was stirred for 5 minutes, and then 4,5-diphenyl-2-iodooxazole (Chemical Abstracts 65 7159h) (5.0 g, 0.0144 m) in dry THF (20 ml) was added dropwise. The mixture was stirred for 6 hours at room temperature and then hydrolysed with water. The solvent was removed in vacuo an... The reactants are C(C1=CC=CC=C1)OC[C@H](NC(=O)OC(C)(C)C)C(=O)N(C)OC (O-benzyl-N1-methoxy-N1-methyl-N2-(tert-butoxycarbonyl)serinamide), [H-].[H-].[H-].[H-].[Li+].[Al+3] (LAH). The solvent is C(C)OCC (diethyl ether). Conditions: time 30 minute. Product: C(C1=CC=CC=C1)OCC(C=O)NC(OC(C)(C)C)=O (tert-Butyl 2-(benzyloxy)-1-formylethylcarbamate). As a reaction SMILES: [CH2:1]([O:8][CH2:9][C@@H:10]([C:19](N(OC)C)=[O:20])[NH:11][C:12]([O:14][C:15]([CH3:18])([CH3:17])[CH3:16])=[O:13])[C:2]1[CH:7]=[CH:6][CH:5]=[CH:4][CH:3]=1.[H-].[H-].[H-].[H-].[Li+].[Al+3]>C(OCC)C>[CH2:1]([O:8][CH2:9][CH:10]([NH:11][C:12](=[O:13])[O:14][C:15]([CH3:17])([CH3:16])[CH3:18])[CH:19]=[O:20])[C:2]1[CH:3]=[CH:4][CH:5]=[CH:6][CH:7]=1 |f:1.2.3.4.5.6|. Procedure details: A cold (10° C.) solution of O-benzyl-N1-methoxy-N1-methyl-N2-(tert-butoxycarbonyl)serinamide (6.27 g, 18.5 mmol) in diethyl ether (312 mL) was treated in portions with LAH (780 mg, 20.6 mmol). The reaction was stirred under inert atmosphere for 30 min and quenched at 0° C. by the addition of a solution of KHSO4 (16 g) in water (75 mL). The mixture was diluted with 1 M aqueous HCl (60 mL), and the organic layer was washed with brine, dried over MgSO4 and concentrated in vacuo to a yellow oil. Pur...